This data is from the Open Reaction Database (ORD), a public repository of structured organic reaction records. The task is: describe an organic reaction: reactants, conditions, products, and yield As a reaction SMILES: [C:27]([CH:28]([CH:29]([C:30]([O-:31])=[O:32])[OH:33])[OH:34])([O-:35])=[O:36].[CH3:14][CH:15]([CH2:16][AlH:17][CH2:18][CH:19]([CH3:20])[CH3:21])[CH3:22].[CH3:1][O:2][CH2:3][c:4]1[s:5][cH:6][c:7]([C:9](=[O:10])[O:11][CH2:12][CH3:13])[n:8]1.[CH3:23][C:24](=[O:25])[OH:26].[Cl:39][CH2:40][Cl:41].[K+:37].[Na+:38]>>[CH3:1][O:2][CH2:3][c:4]1[s:5][cH:6][c:7]([CH:9]=[O:10])[n:8]1. The product is COCc1nc(C=O)cs1. Starting materials: O=C([O-])C(O)C(O)C(=O)[O-], CC(C)C[AlH]CC(C)C, CCOC(=O)c1csc(COC)n1, CC(=O)O, ClCCl, [K+], [Na+]. Starting materials: Cc1ccc(F)cc1Br, CI, CSSC, CCOCC, Cl, [Mg], O. Yields the product CSc1cc(F)ccc1C. As a reaction SMILES: [Br:1][c:2]1[c:3]([CH3:9])[cH:4][cH:5][c:6]([F:8])[cH:7]1.[CH3:11][I:12].[CH3:13][S:14][S:15][CH3:16].[CH3:18][CH2:19][O:20][CH2:21][CH3:22].[ClH:17].[Mg:10].[OH2:23]>>[c:2]1([S:14][CH3:13])[c:3]([CH3:9])[cH:4][cH:5][c:6]([F:8])[cH:7]1. The reactants are CCOC(=O)CNC, COC(=O)c1sccc1S(=O)(=O)Cl, ClC(Cl)Cl, Cl, O. Product: CCOC(=O)CN(C)S(=O)(=O)c1ccsc1C(=O)OC. Reaction SMILES: [CH2:14]([CH3:15])[O:16][C:17]([CH2:18][NH:19][CH3:20])=[O:21].[CH3:1][O:2][C:3](=[O:4])[c:5]1[s:6][cH:7][cH:8][c:9]1[S:10](=[O:11])(=[O:12])[Cl:13].[CH:24]([Cl:25])([Cl:26])[Cl:27].[ClH:23].[OH2:22]>>[CH3:1][O:2][C:3](=[O:4])[c:5]1[s:6][cH:7][cH:8][c:9]1[S:10](=[O:11])(=[O:12])[N:19]([CH2:18][C:17]([O:16][CH2:14][CH3:15])=[O:21])[CH3:20]. Reactants: CC#CCBr, O=C([O-])[O-], CSc1nc2ccn(Cc3ccccc3)c(=O)c2[nH]1, CN(C)C=O, [Cl-], [K+], [K+], [Na+]. Product: CC#CCn1c(SC)nc2ccn(Cc3ccccc3)c(=O)c21. RXN SMILES: [Br:26][CH2:27][C:28]#[C:29][CH3:30].[C:1](=[O:2])([O-:3])[O-:4].[CH2:7]([c:8]1[cH:9][cH:10][cH:11][cH:12][cH:13]1)[n:14]1[c:15](=[O:25])[c:16]2[c:17]([cH:18][cH:19]1)[n:20][c:21]([S:23][CH3:24])[nH:22]2.[CH3:33][N:34]([CH3:35])[CH:36]=[O:37].[Cl-:32].[K+:5].[K+:6].[Na+:31]>>[CH2:7]([c:8]1[cH:9][cH:10][cH:11][cH:12][cH:13]1)[n:14]1[c:15](=[O:25])[c:16]2[c:17]([cH:18][cH:19]1)[n:20][c:21]([S:23][CH3:24])[n:22]2[CH2:27][C:28]#[C:29][CH3:30]. The reactants are COC=1C=C2C(=CC=NC2=CC1OC)OC1=CC=C(N)C=C1 (4-[(6,7-Dimethoxy-4-quinolyl)oxy]aniline), ClC(Cl)(OC(OC(Cl)(Cl)Cl)=O)Cl (triphosgene), C([O-])(O)=O.[Na+] (sodium bicarbonate), C1(=CC=CC=C1)CCCO (3-phenyl-1-propanol). Run in C(C)N(CC)CC (triethylamine), C1(=CC=CC=C1)C (toluene), C(Cl)Cl (methylene chloride). Product: COC=1C=C2C(=CC=NC2=CC1OC)OC1=CC=C(C=C1)NC(OCCCC1=CC=CC=C1)=O (3-Phenylpropyl N-{4-[(6,7-dimethoxy-4-quinolyl)oxy]phenyl}carbamate). Yield: 69.8%. Reaction SMILES: [CH3:1][O:2][C:3]1[CH:4]=[C:5]2[C:10](=[CH:11][C:12]=1[O:13][CH3:14])[N:9]=[CH:8][CH:7]=[C:6]2[O:15][C:16]1[CH:22]=[CH:21][C:19]([NH2:20])=[CH:18][CH:17]=1.Cl[C:24](Cl)([O:26][C:27](=[O:33])OC(Cl)(Cl)Cl)Cl.[C:35]1([CH2:41][CH2:42]CO)[CH:40]=[CH:39][CH:38]=[CH:37][CH:36]=1.C(=O)(O)[O-].[Na+]>C(Cl)Cl.C(N(CC)CC)C.C1(C)C=CC=CC=1>[CH3:1][O:2][C:3]1[CH:4]=[C:5]2[C:10](=[CH:11][C:12]=1[O:13][CH3:14])[N:9]=[CH:8][CH:7]=[C:6]2[O:15][C:16]1[CH:22]=[CH:21][C:19]([NH:20][C:27](=[O:33])[O:26][CH2:24][CH2:42][CH2:41][C:35]2[CH:40]=[CH:39][CH:38]=[CH:37][CH:36]=2)=[CH:18][CH:17]=1 |f:3.4|. Reported procedure: 4-[(6,7-Dimethoxy-4-quinolyl)oxy]aniline (50 mg) was added to toluene (5 ml), and triethylamine (0.5 ml), and the mixture was heated under reflux to prepare a solution. A solution of triphosgene (77 mg) in methylene chloride was then added thereto, and the mixture was heated under reflux for 10 min. Next, 3-phenyl-1-propanol (35 mg) was added thereto, and the mixture was further stirred with heating under reflux for 3 hr. A saturated aqueous sodium bicarbonate solution was added to stop the reac... Reactants: Cl, O=C(O)C(CS)NCCO. Product: O=C(O)C(CS)NCCCl. Reaction SMILES: [ClH:11].[OH:1][CH2:2][CH2:3][NH:4][CH:5]([CH2:6][SH:7])[C:8](=[O:9])[OH:10]>>[CH2:2]([CH2:3][NH:4][CH:5]([CH2:6][SH:7])[C:8](=[O:9])[OH:10])[Cl:11]. Reactants: NC1=C(C(C(=O)OC)=CC=C1N)C(=O)OC (dimethyl 3,4-diaminophthalate), O1CCCC1 (tetrahydrofuran), C(=O)C=O (glyoxal). Solvent: O (water). Conditions: time 4 hour. The product is N1=CC=CC2=C(C(=CC=C12)C(=O)OC)C(=O)OC (Dimethyl 5,6-quinolinedicarboxylate). The yield is 78.6%. Reaction SMILES: N[C:2]1[C:11]([NH2:12])=[CH:10][CH:9]=[C:4]([C:5]([O:7][CH3:8])=[O:6])[C:3]=1[C:13]([O:15][CH3:16])=[O:14].C(C=O)=O.O1C[CH2:24][CH2:23][CH2:22]1>O>[N:12]1[C:11]2[C:2](=[C:3]([C:13]([O:15][CH3:16])=[O:14])[C:4]([C:5]([O:7][CH3:8])=[O:6])=[CH:9][CH:10]=2)[CH:24]=[CH:23][CH:22]=1. Procedure details: A mixture of dimethyl 3,4-diaminophthalate (11.2 g, 0.05 mol) in tetrahydrofuran is treated with glyoxal (2.9 g, 0.05 mol) in water at reflux temperature, stirred for 4 hours at reflux temperature and overnight at room temperature, and concentrated in vacuo. The resultant residue is partitioned between water and methylene chloride. The organic phase is dried (MgSO4) and concentrated in vacuo to give a brown solid residue. Recrystallization from methanol gives the title product as a pink powder (... The reactants are C1CCOC1, CCOC(=O)c1ccc(C#Cc2ccc3c(c2)C(c2ccc(C(F)(F)F)cc2)=CCC3(C)C)cc1, CCO, Cl, [Na+], [OH-]. Product: CC1(C)CC=C(c2ccc(C(F)(F)F)cc2)c2cc(C#Cc3ccc(C(=O)O)cc3)ccc21. RXN SMILES: [CH2:42]1[O:43][CH2:44][CH2:45][CH2:46]1.[CH3:1][C:2]1([CH3:35])[c:3]2[cH:4][cH:5][c:6]([C:22]#[C:23][c:24]3[cH:25][cH:26][c:27]([C:28](=[O:29])[O:30][CH2:31][CH3:32])[cH:33][cH:34]3)[cH:7][c:8]2[C:9]([c:12]2[cH:13][cH:14][c:15]([C:18]([F:19])([F:20])[F:21])[cH:16][cH:17]2)=[CH:10][CH2:11]1.[CH3:39][CH2:40][OH:41].[ClH:38].[Na+:37].[OH-:36]>>[CH3:1][C:2]1([CH3:35])[c:3]2[cH:4][cH:5][c:6]([C:22]#[C:23][c:24]3[cH:25][cH:26][c:27]([C:28](=[O:29])[OH:30])[cH:33][cH:34]3)[cH:7][c:8]2[C:9]([c:12]2[cH:13][cH:14][c:15]([C:18]([F:19])([F:20])[F:21])[cH:16][cH:17]2)=[CH:10][CH2:11]1. Starting materials: BrC=1C=CC(=C(C1)[N+](=O)[O-])F (5-bromo-2-fluoronitrobenzene), OC(C(=O)OCC)(CC)C (ethyl 2-hydroxy-2-methylbutyrate), [H-].[Na+] (sodium hydride), C1COCCOCCOCCOCCO1 (15-crown-5), [Cl-].[NH4+] (ammonium chloride). The solvent is O1CCCC1 (tetrahydrofuran). Run at time 10 minute. Product: BrC1=CC(=C(OC(C(=O)OCC)(CC)C)C=C1)[N+](=O)[O-] (Ethyl 2-(4-bromo-2-nitrophenoxy)-2-methylbutanoate). As a reaction SMILES: [OH:1][C:2]([CH3:10])([CH2:8][CH3:9])[C:3]([O:5][CH2:6][CH3:7])=[O:4].[H-].[Na+].C1OCCOCCOCCOCCOC1.[Br:28][C:29]1[CH:30]=[CH:31][C:32](F)=[C:33]([N+:35]([O-:37])=[O:36])[CH:34]=1.[Cl-].[NH4+]>O1CCCC1>[Br:28][C:29]1[CH:30]=[CH:31][C:32]([O:1][C:2]([CH3:10])([CH2:8][CH3:9])[C:3]([O:5][CH2:6][CH3:7])=[O:4])=[C:33]([N+:35]([O-:37])=[O:36])[CH:34]=1 |f:1.2,5.6|. Procedure details: To a solution of ethyl 2-hydroxy-2-methylbutyrate (3.5 g) in tetrahydrofuran (80 ml) was added under ice-cooling sodium hydride (1.2 g), and the mixture was stirred at room temperature for 10 minutes. To the mixture was added a drop of 15-crown-5, and further thereto was added dropwise 5-bromo-2-fluoronitrobenzene (2.8 ml), and the mixture was stirred at room temperature for 14 hours. To the reaction solution was added a saturated aqueous ammonium chloride solution, and the mixture was extracted... The reactants are C1=CC=CC=2C3=CC=CC=C3C(C12)COC(=O)N[C@@H](CCCCN)C(=O)O (Nα-(9-fluorenylmethoxycarbonyl)-L-lysine), ClC1=C(C=C(C=C1)Cl)S(=O)(=O)Cl (2,5-dichlorobenzenesulfonyl chloride). Product: ClC1=C(C=C(C=C1)Cl)S(=O)(=O)NCCCC[C@H](NC(=O)OCC1C2=CC=CC=C2C=2C=CC=CC12)C(=O)O (Nε-(2,5-Dichlorobenzenesulfonyl)-Nα-(9-fluorenylmethoxycarbonyl)-L-lysine). Yield: 28.0%. RXN SMILES: [CH:1]1[C:13]2[CH:12]([CH2:14][O:15][C:16]([NH:18][C@H:19]([C:25]([OH:27])=[O:26])[CH2:20][CH2:21][CH2:22][CH2:23][NH2:24])=[O:17])[C:11]3[C:6](=[CH:7][CH:8]=[CH:9][CH:10]=3)[C:5]=2[CH:4]=[CH:3][CH:2]=1.[Cl:28][C:29]1[CH:34]=[CH:33][C:32]([Cl:35])=[CH:31][C:30]=1[S:36](Cl)(=[O:38])=[O:37]>>[Cl:28][C:29]1[CH:34]=[CH:33][C:32]([Cl:35])=[CH:31][C:30]=1[S:36]([NH:24][CH2:23][CH2:22][CH2:21][CH2:20][C@@H:19]([C:25]([OH:27])=[O:26])[NH:18][C:16]([O:15][CH2:14][CH:12]1[C:11]2[CH:10]=[CH:9][CH:8]=[CH:7][C:6]=2[C:5]2[C:13]1=[CH:1][CH:2]=[CH:3][CH:4]=2)=[O:17])(=[O:38])=[O:37]. Procedure details: Nα-(9-fluorenylmethoxycarbonyl)-L-lysine was reacted with 2,5-dichlorobenzenesulfonyl chloride under the conditions used in example 2 giving 28% of the title compound.